Dataset: the Open Reaction Database (ORD), a public repository of structured organic reaction records. Task: describe an organic reaction: reactants, conditions, products, and yield Reactants: C(C=C)(=O)OCCO (hydroxyethyl acrylate), fatty acid, C(N)([O-])=S (thiocarbamate), CC(C)C1=CC2=CC[C@@H]3[C@@]([C@H]2CC1)(CCC[C@@]3(C)C(=O)O)C (rosin acid), ferrous formaldehyde-sulfoxalate, C(C=C)(=O)OCCO (hydroxyethyl acrylate). The reagents and catalysts are [O-]O (hydroperoxide). Conditions: time 6.5 hour. Product: C=CC=C.C=CC1=CC=CC=C1.C(C=C)(=O)OCCO (butadiene styrene hydroxyethyl acrylate). RXN SMILES: [CH3:1][CH:2]([C:4]1[CH2:13][CH2:12][C@H:11]2[C:6](=CC[C@H]3[C@@](C(O)=O)(C)CCC[C@@]32C)[CH:5]=1)C.C(=S)([O-])N.[C:27]([O:31][CH2:32][CH2:33][OH:34])(=[O:30])[CH:28]=[CH2:29]>[O-]O>[CH2:1]=[CH:2][CH:4]=[CH2:5].[CH2:1]=[CH:2][C:4]1[CH:13]=[CH:12][CH:11]=[CH:6][CH:5]=1.[C:27]([O:31][CH2:32][CH2:33][OH:34])(=[O:30])[CH:28]=[CH2:29] |f:4.5.6|. Reported procedure: A butadiene-styrene-hydroxyethyl acrylate polymer was prepared by conventional free radical emulsion polymerization techniques using a mixed fatty acid -- rosin acid soap, a ferrous-formaldehyde-sulfoxalate activator, an organic hydroperoxide catalyst and a thiocarbamate shortstop. The polymerization temperature was 5° C. One part by weight of hydroxyethyl acrylate was present initially, a further one part was added at 20% conversion and a further one part was added at 40% conversion. The polyme... The reactants are C1(=C(C=CC=C1)NC(=O)OC1CCN(CC1)CCN(C(CCCCCN(C)CC1=CC=C(C(=O)OC)C=C1)=O)C)C1=CC=CC=C1 (Methyl 4-{[{6-[(2-{4-[(biphenyl-2-ylcarbamoyl)oxy]piperidin-1-yl}ethyl)(methyl)amino]-6-oxohexyl}(methyl)amino]methyl}benzoate), CO (methanol), Cl (hydrochloric acid), FC(C=1C=C(C(=O)N2CO[C@@](C2)(C2=CC=C(C=C2)F)CCN2CCC3(CC2)[C@H](CC2=CC=CC=C23)OCC(=O)N(CCCNC)C)C=C(C1)C(F)(F)F)(F)F (2-{[(2S)-1′-{2-[(5R)-3-[3,5-Bis(trifluoromethyl)benzoyl]-5-(4-fluorophenyl)-1,3-oxazolidin-5-yl]ethyl}-2,3-dihydrospiro[indene-1,4′-piperidin]-2-yl]oxy}-N-methyl-N-[3-(methylamino)propyl]acetamide), [OH-].[Na+] (sodium hydroxide). Solvent: O (water), C1(=CC=CC=C1)C (toluene). Conditions: time 3 hour. The product is C1(=C(C=CC=C1)NC(OC1CCN(CC1)CCN(C)C(CCCCCN(C)CC1=CC=C(C=C1)C(N(C)CCCN(C)C(CO[C@H]1CC2=CC=CC=C2C12CCN(CC2)CC[C@]2(CN(CO2)C(C2=CC(=CC(=C2)C(F)(F)F)C(F)(F)F)=O)C2=CC=C(C=C2)F)=O)=O)=O)=O)C2=CC=CC=C2 (1-{2-[{6-[{4-[{3-[({[(2S)-1′-{2-[(5R)-3-[3,5-Bis(trifluoromethyl)benzoyl]-5-(4-fluorophenyl)-1,3-oxazolidin-5-yl]ethyl}-2,3-dihydrospiro[indene-1,4′-piperidin]-2-yl]oxy}acetyl)(methy)amino]propyl}(methyl)carbamoyl]benzyl}(methyl)amino]hexanoyl}(methyl)amino]ethyl}piperidin-4-yl biphenyl-2-ylcarbamate). The yield is 48.0%. As a reaction SMILES: [C:1]1([C:41]2[CH:46]=[CH:45][CH:44]=[CH:43][CH:42]=2)[CH:6]=[CH:5][CH:4]=[CH:3][C:2]=1[NH:7][C:8]([O:10][CH:11]1[CH2:16][CH2:15][N:14]([CH2:17][CH2:18][N:19]([CH3:40])[C:20](=[O:39])[CH2:21][CH2:22][CH2:23][CH2:24][CH2:25][N:26]([CH2:28][C:29]2[CH:38]=[CH:37][C:32](C(OC)=O)=[CH:31][CH:30]=2)[CH3:27])[CH2:13][CH2:12]1)=[O:9].[OH-:47].[Na+].Cl.[F:50][C:51]([F:104])([F:103])[C:52]1[CH:53]=[C:54]([CH:96]=[C:97]([C:99]([F:102])([F:101])[F:100])[CH:98]=1)[C:55]([N:57]1[CH2:61][C@@:60]([CH2:69][CH2:70][N:71]2[CH2:76][CH2:75][C:74]3([C:84]4[C:79](=[CH:80][CH:81]=[CH:82][CH:83]=4)[CH2:78][C@@H:77]3[O:85][CH2:86][C:87]([N:89]([CH3:95])[CH2:90][CH2:91][CH2:92][NH:93][CH3:94])=[O:88])[CH2:73][CH2:72]2)([C:62]2[CH:67]=[CH:66][C:65]([F:68])=[CH:64][CH:63]=2)[O:59][CH2:58]1)=[O:56].[CH3:105]O>O.C1(C)C=CC=CC=1>[C:1]1([C:41]2[CH:42]=[CH:43][CH:44]=[CH:45][CH:46]=2)[CH:6]=[CH:5][CH:4]=[CH:3][C:2]=1[NH:7][C:8](=[O:9])[O:10][CH:11]1[CH2:12][CH2:13][N:14]([CH2:17][CH2:18][N:19]([C:20](=[O:39])[CH2:21][CH2:22][CH2:23][CH2:24][CH2:25][N:26]([CH2:28][C:29]2[CH:38]=[CH:37][C:32]([C:94](=[O:47])[N:93]([CH2:92][CH2:91][CH2:90][N:89]([C:87](=[O:88])[CH2:86][O:85][C@@H:77]3[C:74]4([CH2:73][CH2:72][N:71]([CH2:70][CH2:69][C@:60]5([C:62]6[CH:63]=[CH:64][C:65]([F:68])=[CH:66][CH:67]=6)[O:59][CH2:58][N:57]([C:55](=[O:56])[C:54]6[CH:53]=[C:52]([C:51]([F:50])([F:103])[F:104])[CH:98]=[C:97]([C:99]([F:101])([F:100])[F:102])[CH:96]=6)[CH2:61]5)[CH2:76][CH2:75]4)[C:84]4[C:79](=[CH:80][CH:81]=[CH:82][CH:83]=4)[CH2:78]3)[CH3:95])[CH3:105])=[CH:31][CH:30]=2)[CH3:27])[CH3:40])[CH2:15][CH2:16]1 |f:1.2|. Procedure: The compound (90 mg, 0.14 mmol) obtained in Example 74a was dissolved in a mixed solvent of methanol (1.4 mL) and water (1.4 mL), a 1 N aqueous sodium hydroxide solution (0.214 mL, 0.214 mmol) was added, and the mixture was stirred at room temperature for 3 hours and then at 50° C. for 2 hours. A 1 N aqueous hydrochloric acid solution (0.300 mL) and toluene were added, and then the solvent was evaporated under reduced pressure. The resulting residue and the compound (74 mg, 0.095 mmol) obtained ...